This data is from the Open Reaction Database (ORD), a public repository of structured organic reaction records. The task is: describe an organic reaction: reactants, conditions, products, and yield Reactants: C(#N)C[C@H](CC(=O)OCC)O ((R)-4-cyano-3-hydroxybutyric acid, ethyl ester), C(C)N(C(C)=O)CC (N,N-diethylacetamide), C(C)(C)[N-]C(C)C.[Li+] (lithium diisopropylamide), Cl (hydrochloric acid). The solvent is O1CCCC1 (tetrahydrofuran), O1CCCC1 (tetrahydrofuran), O1CCCC1.CCCCCCC (tetrahydrofuran heptane). Conditions: time 30 minute. The product is C(#N)C[C@H](CC(CC(=O)N(CC)CC)=O)O ((R)-6-cyano-N,N-diethyl-5-hydroxy-3-oxohexanamide). As a reaction SMILES: [CH2:1]([N:3]([CH2:7][CH3:8])[C:4](=[O:6])[CH3:5])[CH3:2].C([N-]C(C)C)(C)C.[Li+].[C:17]([CH2:19][C@@H:20]([OH:27])[CH2:21][C:22](OCC)=[O:23])#[N:18].Cl>O1CCCC1.O1CCCC1.CCCCCCC>[C:17]([CH2:19][C@@H:20]([OH:27])[CH2:21][C:22](=[O:23])[CH2:5][C:4]([N:3]([CH2:7][CH3:8])[CH2:1][CH3:2])=[O:6])#[N:18] |f:1.2,6.7|. Reported procedure: To a stirred -10° C. solution of N,N-diethylacetamide (prepared from N,N-diethylamine and acetyl chloride by refluxing for 2 hours in toluene) (28.75 g, 0.25 mol ) in tetrahydrofuran (0.25 L) is slowly added a solution of lithium diisopropylamide in tetrahydrofuran-heptane (0.125 L of 2M) while maintaining the temperature between -10° C. to -5° C., and the mixture is stirred at -20° C. to 0° C. for 30 minutes. (R)-4-cyano-3-hydroxybutyric acid, ethyl ester (Brower, supra) (10 g, 0.06 mol) as a s... The reactants are NC1=C(OCOC)C(=CC(=C1)OC)C(C)(C)C ((2-Amino-4-methoxy-6-tert-butylphenoxy)methoxymethane), C(=O)(Cl)Cl (phosgene), COC([C@@H](N)CC1=CC=CC=C1)=O (L-phenylalanine methyl ester), Example 16 ( 1 ). Yields the product COC(=O)[C@H](CC1=CC=CC=C1)NC(NC1=C(OCOC)C(=CC(=C1)OC)C(C)(C)C)=O ({2-[3-((1S)-1-methoxycarbonyl-2-phenylethyl)ureido]-4-methoxy-6-tert-butylphenoxy}methoxymethane). As a reaction SMILES: [NH2:1][C:2]1[CH:11]=[C:10]([O:12][CH3:13])[CH:9]=[C:8]([C:14]([CH3:17])([CH3:16])[CH3:15])[C:3]=1[O:4][CH2:5][O:6][CH3:7].[C:18](Cl)(Cl)=[O:19].[CH3:22][O:23][C:24](=[O:34])[C@H:25]([CH2:27][C:28]1[CH:33]=[CH:32][CH:31]=[CH:30][CH:29]=1)[NH2:26]>>[CH3:22][O:23][C:24]([C@@H:25]([NH:26][C:18](=[O:19])[NH:1][C:2]1[CH:11]=[C:10]([O:12][CH3:13])[CH:9]=[C:8]([C:14]([CH3:17])([CH3:16])[CH3:15])[C:3]=1[O:4][CH2:5][O:6][CH3:7])[CH2:27][C:28]1[CH:33]=[CH:32][CH:31]=[CH:30][CH:29]=1)=[O:34]. Procedure details: (2-Amino-4-methoxy-6-tert-butylphenoxy)methoxymethane, phosgene and L-phenylalanine methyl ester were treated in the same manner as described in Example 16 (1) to give {2-[3-((1S)-1-methoxycarbonyl-2-phenylethyl)ureido]-4-methoxy-6-tert-butylphenoxy}methoxymethane. Reactants: C(=O)([O-])[O-].[K+].[K+] (K2CO3), COC(=O)C1=COC2=C1C=CC(=C2)O (6-hydroxy-benzofuran-3-carboxylic acid methyl ester), C(C1=CC=CC=C1)OCC1=NC=NC(=C1)Cl (4-benzyloxymethyl-6-chloro-pyrimidine). Run in O (water), CCOC(=O)C (EtOAc), CN1CCCC1=O (NMP). Conditions: temperature 100 celsius, time 4 hour. Product: COC(=O)C1=COC2=C1C=CC(=C2)OC2=NC=NC(=C2)COCC2=CC=CC=C2 (6-(6-benzyloxymethyl-pyrimidin-4-yloxy)-benzofuran-3-carboxylic acid methyl ester). As a reaction SMILES: C([O-])([O-])=O.[K+].[K+].[CH3:7][O:8][C:9]([C:11]1[C:15]2[CH:16]=[CH:17][C:18]([OH:20])=[CH:19][C:14]=2[O:13][CH:12]=1)=[O:10].[CH2:21]([O:28][CH2:29][C:30]1[CH:35]=[C:34](Cl)[N:33]=[CH:32][N:31]=1)[C:22]1[CH:27]=[CH:26][CH:25]=[CH:24][CH:23]=1>CN1C(=O)CCC1.O.CCOC(C)=O>[CH3:7][O:8][C:9]([C:11]1[C:15]2[CH:16]=[CH:17][C:18]([O:20][C:34]3[CH:35]=[C:30]([CH2:29][O:28][CH2:21][C:22]4[CH:23]=[CH:24][CH:25]=[CH:26][CH:27]=4)[N:31]=[CH:32][N:33]=3)=[CH:19][C:14]=2[O:13][CH:12]=1)=[O:10] |f:0.1.2|. Procedure: 415 mg (3.0 mMol) K2CO3 and 249 mg (1.5 mMol) KI are added to a solution of 192 mg (1.00 mMol) 6-hydroxy-benzofuran-3-carboxylic acid methyl ester (Step 9.4) and 258 mg (1.1 mMol) 4-benzyloxymethyl-6-chloro-pyrimidine (commercially available; [CAS: 914802-11-2]) in 1.6 ml NMP. This mixture is stirred for 4 h at 100° C., cooled to rt and diluted with water and EtOAc. The aq. phase is separated off and extracted twice with EtOAc. The organic layers are washed with a diluted solution of Na2S2O3 and... The reactants are BrCCBr (1,2-dibromoethane), C1(CCC(N1)=O)=O (succinimide), CN(C=O)C (N,N-dimethylformamide), C([O-])([O-])=O.[K+].[K+] (potassium carbonate). Run in O (water). Reaction conditions: time 30 minute. Yields the product BrCCN1C(CCC1=O)=O (N-(2-bromoethyl)succinimide). Reaction SMILES: [C:1]1(=[O:7])[NH:5][C:4](=[O:6])[CH2:3][CH2:2]1.CN(C)C=O.C(=O)([O-])[O-].[K+].[K+].[Br:19][CH2:20][CH2:21]Br>O>[Br:19][CH2:20][CH2:21][N:5]1[C:4](=[O:6])[CH2:3][CH2:2][C:1]1=[O:7] |f:2.3.4|. Reported procedure: 9.9 g of succinimide and 50 ml of N,N-dimethylformamide were put into a 200-ml three-necked flask equipped with a stirrer and a thermometer. 14 g of potassium carbonate was added to the mixture. The admixture was then stirred at room temperature for 30 minutes. 39.6 g of 1,2-dibromoethane was added to the admixture. The admixture was allowed to react at a temperature of 40° to 50° C. for 2 hours. The reaction mixture was poured into water. The aqueous mixture was then extracted with ethyl acetat... Starting materials: [Al+3], CCC(=O)NC1Cc2ccccc2C1, [Cl-], [H-], [H-], [H-], [H-], [Li+], [NH4+], C1CCOC1. The product is CCCNC1Cc2ccccc2C1. RXN SMILES: [Al+3:2].[C:7]([CH2:8][CH3:9])(=[O:10])[NH:11][CH:12]1[CH2:13][c:14]2[cH:15][cH:16][cH:17][cH:18][c:19]2[CH2:20]1.[Cl-:21].[H-:1].[H-:4].[H-:5].[H-:6].[Li+:3].[NH4+:22].[O:23]1[CH2:24][CH2:25][CH2:26][CH2:27]1>>[CH2:7]([CH2:8][CH3:9])[NH:11][CH:12]1[CH2:13][c:14]2[cH:15][cH:16][cH:17][cH:18][c:19]2[CH2:20]1.